Dataset: the Open Reaction Database (ORD), a public repository of structured organic reaction records. Task: describe an organic reaction: reactants, conditions, products, and yield Reactants: CCCc1ccc(S(=O)(=O)[O-])cc1, CC(C)C(N)C(=O)O, [Na+], O, O=S(=O)(O)O. Reaction SMILES: [CH2:9]([CH2:10][CH3:11])[c:12]1[cH:13][cH:14][c:15]([S:18](=[O:19])(=[O:20])[O-:21])[cH:16][cH:17]1.[CH3:1][CH:2]([CH3:3])[CH:4]([NH2:5])[C:6]([OH:7])=[O:8].[Na+:22].[OH2:28].[S:23](=[O:24])(=[O:25])([OH:26])[OH:27]>>[CH2:9]([CH2:10][CH3:11])[c:12]1[cH:13][cH:14][c:15]([S:18](=[O:19])(=[O:20])[O-:21])[cH:16][cH:17]1.[CH3:1][CH:2]([CH3:3])[CH:4]([NH2:5])[C:6](=[O:7])[OH:8]. Product: CCCc1ccc(S(=O)(=O)[O-])cc1, CC(C)C(N)C(=O)O. Reactants: [Cl-].O[NH3+] (hydroxylammonium chloride), C(O)([O-])=O.[Na+] (sodium hydrogen carbonate), FC=1C=C(C=CC1CC=1C(N(C=2N(C1CCC)N=C(N2)C)[C@@H]2C[C@@H](C2)OC(C(C)(C)O)C)=O)C=2C(=CC=CC2)C#N (3′-fluoro-4′-({4-[cis-3-(2-hydroxy-1,2-dimethylpropoxy)cyclobutyl]-2-methyl-5-oxo-7-propyl-4,5-dihydro[1,2,4]triazolo[1,5-a]pyrimidin-6-yl}methyl)biphenyl-2-carbonitrile). The solvent is CS(=O)C (dimethyl sulfoxide), CS(=O)C (dimethyl sulfoxide), C(C)(=O)OCC (ethyl acetate). Conditions: temperature 60 celsius, time 30 minute. The product is FC=1C=C(C=CC1CC=1C(N(C=2N(C1CCC)N=C(N2)C)[C@@H]2C[C@@H](C2)OC(C(C)(C)O)C)=O)C2=C(C=CC=C2)C2=NOC(N2)=O (6-{[3-fluoro-2′-(5-oxo-4,5-dihydro-1,2,4-oxadiazol-3-yl)biphenyl-4-yl]methyl}-4-[cis-3-(2-hydroxy-1,2-dimethylpropoxy)cyclobutyl]-2-methyl-7-propyl[1,2,4]triazolo[1,5-a]pyrimidin-5(4H)-one), compound. The yield is 81.0%. RXN SMILES: [Cl-].O[NH3+:3].[C:4](=[O:7])([O-])[OH:5].[Na+].[F:9][C:10]1[CH:11]=[C:12]([C:42]2[C:43]([C:48]#[N:49])=[CH:44][CH:45]=[CH:46][CH:47]=2)[CH:13]=[CH:14][C:15]=1[CH2:16][C:17]1[C:18](=[O:41])[N:19]([C@H:30]2[CH2:33][C@@H:32]([O:34][CH:35]([CH3:40])[C:36]([OH:39])([CH3:38])[CH3:37])[CH2:31]2)[C:20]2[N:21]([N:26]=[C:27]([CH3:29])[N:28]=2)[C:22]=1[CH2:23][CH2:24][CH3:25]>CS(C)=O.C(OCC)(=O)C>[F:9][C:10]1[CH:11]=[C:12]([C:42]2[CH:47]=[CH:46][CH:45]=[CH:44][C:43]=2[C:48]2[NH:3][C:4](=[O:7])[O:5][N:49]=2)[CH:13]=[CH:14][C:15]=1[CH2:16][C:17]1[C:18](=[O:41])[N:19]([C@H:30]2[CH2:33][C@@H:32]([O:34][CH:35]([CH3:40])[C:36]([OH:39])([CH3:37])[CH3:38])[CH2:31]2)[C:20]2[N:21]([N:26]=[C:27]([CH3:29])[N:28]=2)[C:22]=1[CH2:23][CH2:24][CH3:25] |f:0.1,2.3|. Procedure: A mixture of hydroxylammonium chloride (806 mg), sodium hydrogen carbonate (1.29 g) and dimethyl sulfoxide (2 mL) was stirred at 60° C. for 30 min, a solution of 3′-fluoro-4′-({4-[cis-3-(2-hydroxy-1,2-dimethylpropoxy)cyclobutyl]-2-methyl-5-oxo-7-propyl-4,5-dihydro[1,2,4]triazolo[1,5-a]pyrimidin-6-yl}methyl)biphenyl-2-carbonitrile (430 mg) in dimethyl sulfoxide (2 mL) was added, and the mixture was stirred at 90° C. for 16 hr. The reaction mixture was diluted with ethyl acetate, washed with water... Reactants: C(C)N1CCOCC1 (N-ethylmorpholine), CC(C(=O)Cl)(C)C (trimethylacetylchloride), C(C)OC(=O)C1=NN(C(=C1)N)C1=CC=CC=C1 (5-Amino-1-phenyl-1H-pyrazole-3-carboxylic acid ethyl ester). Run in C1CCOC1 (THF). Reaction conditions: time 8 hour. Product: C(C)OC(=O)C1=NN(C(=C1)NC(C(C)(C)C)=O)C1=CC=CC=C1 (5-(2,2-Dimethyl-propionylamino)-1-phenyl-1H-pyrazole-3-carboxylic acid ethyl ester). Yield: 93.0%. Reaction SMILES: [CH2:1]([O:3][C:4]([C:6]1[CH:10]=[C:9]([NH2:11])[N:8]([C:12]2[CH:17]=[CH:16][CH:15]=[CH:14][CH:13]=2)[N:7]=1)=[O:5])[CH3:2].C(N1CCOCC1)C.[CH3:26][C:27]([CH3:32])([CH3:31])[C:28](Cl)=[O:29]>C1COCC1>[CH2:1]([O:3][C:4]([C:6]1[CH:10]=[C:9]([NH:11][C:28](=[O:29])[C:27]([CH3:32])([CH3:31])[CH3:26])[N:8]([C:12]2[CH:17]=[CH:16][CH:15]=[CH:14][CH:13]=2)[N:7]=1)=[O:5])[CH3:2]. Procedure: 3 g (12.97 mmol) of 5-Amino-1-phenyl-1H-pyrazole-3-carboxylic acid ethyl ester are dissolved in 100 ml of THF, 1.6 ml (1.49 g, 12.97 mmol, 1 eq) of N-ethylmorpholine and 1.56 f (12.97 mmol, 1 eq) of trimethylacetylchloride are added and the resulting mixture is stirred overnight at RT. The solvent is removed in vacuo and the crude material obtained (3.8 g, Yield: 93%) is used in the following steps without further purification. Reactants: [N+](=O)([O-])C=1C=C(NC(C2=CC(=CC(=C2)O)O)=O)C=CC1[N+](=O)[O-] (3,4-dinitro-N-(3,5-dihydroxybenzoyl)aniline), O1CCN(CC1)C1=CC=C(C=O)C=C1 (4-morpholinobenzaldehyde). Product: O1CCN(CC1)C1=CC=C(C=C1)C1=NC2=C(N1)C=CC(=C2)NC(C2=CC(=CC(=C2)O)O)=O (N-(2-(4-Morpholinophenyl)-1H-benzimidazol-5-yl)-3,5-dihydroxybenzamide). RXN SMILES: [N+:1]([C:4]1[CH:5]=[C:6]([CH:18]=[CH:19][C:20]=1[N+:21]([O-])=O)[NH:7][C:8](=[O:17])[C:9]1[CH:14]=[C:13]([OH:15])[CH:12]=[C:11]([OH:16])[CH:10]=1)([O-])=O.[O:24]1[CH2:29][CH2:28][N:27]([C:30]2[CH:37]=[CH:36][C:33]([CH:34]=O)=[CH:32][CH:31]=2)[CH2:26][CH2:25]1>>[O:24]1[CH2:29][CH2:28][N:27]([C:30]2[CH:37]=[CH:36][C:33]([C:34]3[NH:21][C:20]4[CH:19]=[CH:18][C:6]([NH:7][C:8](=[O:17])[C:9]5[CH:14]=[C:13]([OH:15])[CH:12]=[C:11]([OH:16])[CH:10]=5)=[CH:5][C:4]=4[N:1]=3)=[CH:32][CH:31]=2)[CH2:26][CH2:25]1. Procedure: Compound 425 was prepared according to the procedure similar to that described in Scheme III from 3,4-dinitro-N-(3,5-dihydroxybenzoyl)aniline and 4-morpholinobenzaldehyde. [M+H]+ calcd for C24H22N4O4: 431.17; found: 431.18. The reactants are CC=1C=C(OC1C)C(=O)C1=NC(=CC=C1)C ((4,5-Dimethylfuran-2-yl)-(6-methyl-pyridin-2-yl)-methanone), N (ammonia), CO (methanol). Run at temperature 160 celsius, time 8 hour. Yields the product CC=1C=C(C(=NC1C)C1=NC=C(C=C1)C)O (5,6,5′-trimethyl-[2,2′]bipyridin-3-ol). The yield is 68.0%. Reaction SMILES: [CH3:1][C:2]1[CH:3]=[C:4]([C:8]([C:10]2[CH:15]=[CH:14][CH:13]=[C:12](C)[N:11]=2)=O)[O:5][C:6]=1[CH3:7].[NH3:17].[CH3:18]O>>[CH3:1][C:2]1[CH:3]=[C:4]([OH:5])[C:8]([C:10]2[CH:15]=[CH:14][C:13]([CH3:18])=[CH:12][N:11]=2)=[N:17][C:6]=1[CH3:7]. Reported procedure: (4,5-Dimethylfuran-2-yl)-(6-methyl-pyridin-2-yl)-methanone (780 mg), methanol (7 ml), and a 28% aqueous ammonia solution (7 ml) were placed in a sealed tube and were stirred at 160° C. overnight. The reaction solution was cooled to room temperature, the solvent was then removed by distillation under the reduced pressure, and the residue was purified by column chromatography using hexane-ethyl acetate to give 5,6,5′-trimethyl-[2,2′]bipyridin-3-ol (529 mg, yield 68%). Reactants: Cl, O=C1Nc2cc3c(cc2C1=O)CCC3, [Na+], [OH-], OO. Product: Nc1cc2c(cc1C(=O)O)CCC2. Reaction SMILES: [ClH:17].[NH:3]1[C:4](=[O:16])[C:5](=[O:15])[c:6]2[cH:7][c:8]3[c:12]([cH:13][c:14]21)[CH2:11][CH2:10][CH2:9]3.[Na+:19].[OH-:18].[OH:1][OH:2]>>[O:1]=[C:5]([c:6]1[cH:7][c:8]2[c:12]([cH:13][c:14]1[NH2:3])[CH2:11][CH2:10][CH2:9]2)[OH:15]. The reactants are CC1=C(C=C(C(=O)OC)C=C1)C=1C=C2C=NN=C(C2=CC1)C(C(F)(F)F)C (methyl 4-methyl-3-(1-(1,1,1-trifluoropropan-2-yl)phthalazin-6-yl)benzoate), aqueous solution. Run in C1CCOC1 (THF), CO (methanol). Reaction conditions: temperature 50 celsius, time 2 hour. Product: CC1=C(C=C(C(=O)O)C=C1)C=1C=C2C=NN=C(C2=CC1)C(C(F)(F)F)C (4-methyl-3-(1-(1,1,1-trifluoropropan-2-yl)phthalazin-6-yl)benzoic acid). Isolated yield 98.2%. As a reaction SMILES: [CH3:1][C:2]1[CH:11]=[CH:10][C:5]([C:6]([O:8]C)=[O:7])=[CH:4][C:3]=1[C:12]1[CH:13]=[C:14]2[C:19](=[CH:20][CH:21]=1)[C:18]([CH:22]([CH3:27])[C:23]([F:26])([F:25])[F:24])=[N:17][N:16]=[CH:15]2>C1COCC1.CO>[CH3:1][C:2]1[CH:11]=[CH:10][C:5]([C:6]([OH:8])=[O:7])=[CH:4][C:3]=1[C:12]1[CH:13]=[C:14]2[C:19](=[CH:20][CH:21]=1)[C:18]([CH:22]([CH3:27])[C:23]([F:26])([F:24])[F:25])=[N:17][N:16]=[CH:15]2. Procedure details: A solution of methyl 4-methyl-3-(1-(1,1,1-trifluoropropan-2-yl)phthalazin-6-yl)benzoate (91 mg, 243 μmol) in THF (1200 μl) and methanol (600 μl) was added NAOH (1N aqueous solution; 1215 μl, 1215 μmol) and stirred at 50° C. for 2 h, during which LC-MS indicated completion of reaction. After concentrating in vacuo, the slurry was diluted with water and the pH was adjusted with 10% aqueous HCl solution to ˜7, resulting in the precipitation of 4-methyl-3-(1-(1,1,1-trifluoropropan-2-yl)phthalazin-6-...